Dataset: the Open Reaction Database (ORD), a public repository of structured organic reaction records. Task: describe an organic reaction: reactants, conditions, products, and yield Reactants: C(F)(F)(F)C(F)(F)C(F)(F)C(F)(F)CCCCCCCCCCCO (CF3(CF2)3(CH2)10CH2OH), Br (hydrobromic acid), S(O)(O)(=O)=O (sulfuric acid). Run in O (water). Run at temperature 100 celsius. The product is C(F)(F)(F)C(F)(F)C(F)(F)C(F)(F)CCCCCCCCCCCBr (CF3(CF2)3(CH2)10CH2Br). RXN SMILES: [C:1]([C:5]([C:8]([C:11]([CH2:14][CH2:15][CH2:16][CH2:17][CH2:18][CH2:19][CH2:20][CH2:21][CH2:22][CH2:23][CH2:24]O)([F:13])[F:12])([F:10])[F:9])([F:7])[F:6])([F:4])([F:3])[F:2].[BrH:26].S(=O)(=O)(O)O>O>[C:1]([C:5]([C:8]([C:11]([CH2:14][CH2:15][CH2:16][CH2:17][CH2:18][CH2:19][CH2:20][CH2:21][CH2:22][CH2:23][CH2:24][Br:26])([F:13])[F:12])([F:10])[F:9])([F:7])[F:6])([F:4])([F:3])[F:2]. Procedure details: To a mixture of 19.52 g of CF3(CF2)3(CH2)10CH2OH and 200 mL of 48 weight percent aqueous hydrobromic acid was slowly added 20 mL of concentrated sulfuric acid. The reaction mixture was heated at 100° C. for 24 hr, and poured into 1 liter of water. The mixture was extracted with hexanes, and the combined organic phases were washed with saturated aqueous sodium bicarbonate and dried over anhydrous magnesium sulfate. The solution was concentrated to an amber liquid, which was eluted through 3 inche... Starting materials: C1CCOC1, CCCc1cc(C(F)(F)F)cc(CCC)c1C=CC(=O)OC, CO, [Li+], [OH-]. The product is CCCc1cc(C(F)(F)F)cc(CCC)c1C=CC(=O)O. RXN SMILES: [CH2:25]1[O:26][CH2:27][CH2:28][CH2:29]1.[CH3:1][O:2][C:3]([CH:4]=[CH:5][c:6]1[c:7]([CH2:19][CH2:20][CH3:21])[cH:8][c:9]([C:15]([F:16])([F:17])[F:18])[cH:10][c:11]1[CH2:12][CH2:13][CH3:14])=[O:22].[CH3:30][OH:31].[Li+:24].[OH-:23]>>[O:2]=[C:3]([CH:4]=[CH:5][c:6]1[c:7]([CH2:19][CH2:20][CH3:21])[cH:8][c:9]([C:15]([F:16])([F:17])[F:18])[cH:10][c:11]1[CH2:12][CH2:13][CH3:14])[OH:22].